From a dataset of the Open Reaction Database (ORD), a public repository of structured organic reaction records. describe an organic reaction: reactants, conditions, products, and yield Starting materials: CNN (methyl hydrazine), BrC=1C=C(C2=C(C(C(CS2)=CN(C)C)=O)C1C)C (6-bromo-3-[(dimethylamino)methylene]-2,3-dihydro-5,8-dimethyl-4H-1-benzothiopyran-4-one). Run in C(C)O (ethanol). The product is BrC=1C=C(C2=C(C1C)C1=NN(C=C1CS2)C)C (8-bromo-2,4-dihydro-2,6,9-trimethyl[1]benzothiopyrano[4,3-c]pyrazole). Yield: 72.1%. As a reaction SMILES: C[NH:2]N.[Br:4][C:5]1[CH:6]=[C:7]([CH3:21])[C:8]2[S:13][CH2:12][C:11](=[CH:14][N:15](C)[CH3:16])[C:10](=O)[C:9]=2[C:19]=1[CH3:20]>C(O)C>[Br:4][C:5]1[CH:6]=[C:7]([CH3:21])[C:8]2[S:13][CH2:12][C:11]3[C:10](=[N:2][N:15]([CH3:16])[CH:14]=3)[C:9]=2[C:19]=1[CH3:20]. Reported procedure: 4.53 mL (0.085 mol) of methyl hydrazine (purchased from Aldrich Chemical Company) was added dropwise to a mixture of 21.54 g (0.066 mol) of the title compound of Step D in 115 mL of ethanol. The mixture was stirred at reflux under nitrogen for 5 hr and was then evaporated to dryness. The crude product was chromatographed over silica gel eluting with a mixture of (1:9) ethyl acetate:hexane to yield two components. Concentration of the major fraction yielded 14.72 g of the title compound of Step E... Starting materials: 4A, BrC=1C=C(C(=C2C=CNC12)OCC1=CC=CC=C1)F (7-bromo-5-fluoro-4-[(phenylmethyl)oxy]-1H-indole), FC=1C=C(C=CC1OCC1=CC=CC=C1)B(O)O ({3-fluoro-4-[(phenylmethyl)oxy]phenyl}boronic acid), N1=CC=CC=C1 (pyridine), B(O)O (boronic acid), B(O)O (boronic acid), N1=CC=CC=C1 (pyridine). The reagents and catalysts are C(C)(=O)[O-].[Cu+2].C(C)(=O)[O-] (copper (II) acetate), C(C)(=O)[O-].[Cu+2].C(C)(=O)[O-] (copper acetate). Run in ClCCl (dichloromethane), C(C)(=O)OCC (ethyl acetate). Run at time 20 hour. Yields the product BrC=1C=C(C(=C2C=CN(C12)C1=CC(=C(C=C1)OCC1=CC=CC=C1)F)OCC1=CC=CC=C1)F (7-bromo-5-fluoro-1-{3-fluoro-4-[(phenylmethyl)oxy]phenyl}-4-[(phenylmethyl)oxy]-1H-indole). The yield is 30.0%. Reaction SMILES: [Br:1][C:2]1[CH:3]=[C:4]([F:19])[C:5]([O:11][CH2:12][C:13]2[CH:18]=[CH:17][CH:16]=[CH:15][CH:14]=2)=[C:6]2[C:10]=1[NH:9][CH:8]=[CH:7]2.[F:20][C:21]1[CH:22]=[C:23](B(O)O)[CH:24]=[CH:25][C:26]=1[O:27][CH2:28][C:29]1[CH:34]=[CH:33][CH:32]=[CH:31][CH:30]=1.N1C=CC=CC=1.B(O)O>ClCCl.C(OCC)(=O)C.C([O-])(=O)C.[Cu+2].C([O-])(=O)C>[Br:1][C:2]1[CH:3]=[C:4]([F:19])[C:5]([O:11][CH2:12][C:13]2[CH:18]=[CH:17][CH:16]=[CH:15][CH:14]=2)=[C:6]2[C:10]=1[N:9]([C:23]1[CH:24]=[CH:25][C:26]([O:27][CH2:28][C:29]3[CH:30]=[CH:31][CH:32]=[CH:33][CH:34]=3)=[C:21]([F:20])[CH:22]=1)[CH:8]=[CH:7]2 |f:6.7.8|. Reported procedure: A mixture of 7-bromo-5-fluoro-4-[(phenylmethyl)oxy]-1H-indole (D5) (3 g, 9.37 mmol), {3-fluoro-4-[(phenylmethyl)oxy]phenyl}boronic acid (3.46 g, 14.06 mmol), copper (II) acetate (2.55 g, 14.06 mmol) and pyridine (0.834 mL, 0.815 g, 10.31 mmol) in dichloromethane (50 mL) were stirred together vigorously under an air atmosphere with powdered 4A molecular sieves (˜10 g). After stirring for 20 hours, another 0.5 g of boronic acid were added and the mixture was stirred for a further 24 hours. Then an... Starting materials: [N+](=O)([O-])C=1C=C(C=CC1)S(=O)(=O)[O-] (m-nitrobenzenesulfonate), C(C)#N (acetonitrile), [OH-].[NH4+] (ammonium hydroxide), FC=1C=C(C=CC1N1CCNC(CC1)=O)N1C(O[C@H](C1)CNC(C)=O)=O ((S)-N-[[3-[3-Fluoro-4-(1,2,3,4,6,7-hexahydro-5-oxo-1,4-diazepin-1-yl)phenyl]-2-oxo-5-oxazolidinyl]methyl]acetamide), [OH-].[NH4+] (ammonium hydroxide), [OH-].[NH4+] (ammonium hydroxide). Solvent: CC(C)O (2-propanol). Run at temperature 47.5 celsius, time 18 hour. Yields the product FC=1C=C(C=CC1N1CCNC(CC1)=O)N1C(O[C@H](C1)CN)=O ((S)-[[3-[3-fluoro-4-(1,2,3,4,6,7-hexahydro-5-oxo-1,4-diazepin-1-yl)phenyl]-2-oxo-5-oxazolidinyl]methyl]amine). Reaction SMILES: [F:1][C:2]1[CH:3]=[C:4]([N:16]2[CH2:20][C@H:19]([CH2:21][NH:22]C(=O)C)[O:18][C:17]2=[O:26])[CH:5]=[CH:6][C:7]=1[N:8]1[CH2:14][CH2:13][C:12](=[O:15])[NH:11][CH2:10][CH2:9]1.[N+](C1C=C(S([O-])(=O)=O)C=CC=1)([O-])=O.C(#N)C.[OH-].[NH4+]>CC(O)C>[F:1][C:2]1[CH:3]=[C:4]([N:16]2[CH2:20][C@H:19]([CH2:21][NH2:22])[O:18][C:17]2=[O:26])[CH:5]=[CH:6][C:7]=1[N:8]1[CH2:14][CH2:13][C:12](=[O:15])[NH:11][CH2:10][CH2:9]1 |f:3.4|. Procedure: An ice cold, stirred mixture of the product of Example 2, Step 1 (0.22 g, 0.50 mmol) in tetrahydrofuran (THF; 15 mL), under nitrogen, is treated dropwise during 2 minutes, with a lM solution of tetrabutylammonium fluoride in THF (1.5 mL). The mixture is kept in the ice bath for 10 minutes and at ambient temperature (24° C.) for 1 hour 25 minutes, diluted with ethyl acetate, washed with water and brine, dried (Na2SO4) and concentrated. Chromatography of the residue on silica gel with mixtures of ... The reactants are C(=O)(OC(C)(C)C)N1[C@H](C(=O)O)C[C@@H](C1)O (N-Boc-cis-4-hydroxy-L-proline), C1=CC2=C(N=C1)N(N=N2)O (HOAt), CCN(C(C)C)C(C)C (DIPEA), C1(CCC1)N (cyclobutylamine). Solvent: CN(C)C=O (DMF), C(CCl)Cl (EDC). Run at time 2 hour. The product is C(C)(C)(C)OC(=O)N1[C@@H](C[C@@H](C1)O)C(NC1CCC1)=O ((2S,4S)-2-Cyclobutylcarbamoyl-4-hydroxy-pyrrolidine-1-carboxylic acid tert-butyl ester). As a reaction SMILES: [C:1]([N:8]1[CH2:15][C@@H:14]([OH:16])[CH2:13][C@H:9]1[C:10]([OH:12])=O)([O:3][C:4]([CH3:7])([CH3:6])[CH3:5])=[O:2].[CH:17]1[CH:22]=NC2N(O)N=[N:25][C:19]=2[CH:18]=1.CCN(C(C)C)C(C)C.C1(N)CCC1>CN(C=O)C.C(Cl)CCl>[C:4]([O:3][C:1]([N:8]1[CH2:15][C@@H:14]([OH:16])[CH2:13][C@H:9]1[C:10](=[O:12])[NH:25][CH:19]1[CH2:18][CH2:17][CH2:22]1)=[O:2])([CH3:5])([CH3:6])[CH3:7]. Procedure details: To a solution of 4.98 g N-Boc-cis-4-hydroxy-L-proline in 50 ml DMF were added 4.13 g EDC, 2.93 g HOAt, 3.75 ml DIPEA and 1.53 g cyclobutylamine at 0° C. After stirring for 2 h the reaction mixture was concentrated, the residue was dissolved in ethyl acetate and subsequently extracted with aqueous LiCl (4%), 0.1 M HCl and saturated aqueous NaHCO3. The crude product obtained after evaporation of the solvent was pure enough for the subsequent transformation. Yield: 3.32 g colorless amorphous solid. Reactants: C1(=CC=C(C=C1)S(=O)(=O)Cl)C (p-toluenesulfonyl chloride), O[C@H](CO)C1=CC=C(C=C1)[C@H](C)NC(OC(C)(C)C)=O (tert-butyl ((1S)-1-{4-[(1S)-1,2-dihydroxyethyl]phenyl}ethyl)carbamate), O (water). The solvent is N1=CC=CC=C1 (pyridine). Run at temperature 0 celsius, time 8 hour. The product is CC1=CC=C(C=C1)S(=O)(=O)OC[C@@H](O)C1=CC=C(C=C1)[C@H](C)NC(=O)OC(C)(C)C ((2S)-2-(4-{(1S)-1-[(tert-butoxycarbonyl)amino]ethyl}phenyl)-2-hydroxyethyl 4-methylbenzenesulfonate). Yield: 97.5%. As a reaction SMILES: [OH:1][C@@H:2]([C:5]1[CH:10]=[CH:9][C:8]([C@@H:11]([NH:13][C:14](=[O:20])[O:15][C:16]([CH3:19])([CH3:18])[CH3:17])[CH3:12])=[CH:7][CH:6]=1)[CH2:3][OH:4].[C:21]1([CH3:31])[CH:26]=[CH:25][C:24]([S:27](Cl)(=[O:29])=[O:28])=[CH:23][CH:22]=1.O>N1C=CC=CC=1>[CH3:31][C:21]1[CH:26]=[CH:25][C:24]([S:27]([O:4][CH2:3][C@H:2]([C:5]2[CH:10]=[CH:9][C:8]([C@@H:11]([NH:13][C:14]([O:15][C:16]([CH3:19])([CH3:18])[CH3:17])=[O:20])[CH3:12])=[CH:7][CH:6]=2)[OH:1])(=[O:29])=[O:28])=[CH:23][CH:22]=1. Procedure details: 4.32 g of the compound [5-2] was dissolved in 50 mL of pyridine, and 3.66 g of p-toluenesulfonyl chloride was added thereto under an ice-cold condition. The reaction mixture was stirred overnight at 0° C., water was added thereto, and then the mixture was extracted with ethyl acetate, and the resulting organic layer was dried over anhydrous sodium sulfate. The insolubles were filtered, the filtrate was concentrated under reduced pressure, and then the obtained residue was purified by silica gel ... Reactants: ClC1=CC=C2C(=C(NC2=C1)C)SC1=C(C=CC=C1)CC(=O)O ([2-(6-chloro-2-methyl-1H-indol-3-ylsulfanyl)-phenyl]-acetic acid), IC (iodomethane). Product: ClC1=CC=C2C(=C(N(C2=C1)C)C)SC1=C(C=CC=C1)CC(=O)O ([2-(6-Chloro-1,2-dimethyl-1H-indol-3-ylsulfanyl)-phenyl]-acetic acid). Reaction SMILES: [Cl:1][C:2]1[CH:10]=[C:9]2[C:5]([C:6]([S:12][C:13]3[CH:18]=[CH:17][CH:16]=[CH:15][C:14]=3[CH2:19][C:20]([OH:22])=[O:21])=[C:7]([CH3:11])[NH:8]2)=[CH:4][CH:3]=1.I[CH3:24]>>[Cl:1][C:2]1[CH:10]=[C:9]2[C:5]([C:6]([S:12][C:13]3[CH:18]=[CH:17][CH:16]=[CH:15][C:14]=3[CH2:19][C:20]([OH:22])=[O:21])=[C:7]([CH3:11])[N:8]2[CH3:24])=[CH:4][CH:3]=1. Procedure details: Prepared according to the procedure described in Example 5, Step 2, using the following starting materials: [2-(6-chloro-2-methyl-1H-indol-3-ylsulfanyl)-phenyl]-acetic acid and iodomethane. Reactants: C(CCC)[Li] (n-butyllithium), ClC=1SC(=CC1Cl)C(F)F (2,3-dichloro-5-(difluoromethyl)thiophene), CN(C=O)C (dimethylformamide). Run in O1CCCC1 (tetrahydrofuran), O1CCCC1 (tetrahydrofuran). Reaction conditions: time 2 hour. Product: ClC1=C(SC(=C1)C(F)F)C=O (3-chloro-5-difluoromethyl-2-thiophenecarboxaldehyde). Reaction SMILES: Cl[C:2]1[S:3][C:4]([CH:8]([F:10])[F:9])=[CH:5][C:6]=1[Cl:7].C([Li])CCC.CN(C)[CH:18]=[O:19]>O1CCCC1>[Cl:7][C:6]1[CH:5]=[C:4]([CH:8]([F:10])[F:9])[S:3][C:2]=1[CH:18]=[O:19]. Procedure details: 2.47 g of the product of Stage B were cooled to -60° C. in 20 ml of tetrahydrofuran and 9.2 ml of n-butyllithium were added. The mixture was stirred for 2 hours and 1.4 ml of dimethylformamide and 3 ml of tetrahydrofuran were added. The mixture was stirred for 30 minutes at -60° C., allowed to return to room temperature and the synthesis was continued as shown in Stage A to obtain 0.9 g of the expected product. Reactants: [OH-].[Na+] (sodium hydroxide), NC1CC(NC(C1)(C)C)(C)C (4-amino-2,2,6,6-tetramethyl piperidine), N#CCl (cyanogen chloride). Solvent: O (water), C(Cl)Cl (methylene chloride). Product: N(C#N)C1CC(NC(C1)(C)C)(C)C (4-Cyanamido-2,2,6,6-tetramethyl piperidine). RXN SMILES: [NH2:1][CH:2]1[CH2:7][C:6]([CH3:9])([CH3:8])[NH:5][C:4]([CH3:11])([CH3:10])[CH2:3]1.[OH-].[Na+].[N:14]#[C:15]Cl>C(Cl)Cl.O>[NH:1]([CH:2]1[CH2:3][C:4]([CH3:11])([CH3:10])[NH:5][C:6]([CH3:9])([CH3:8])[CH2:7]1)[C:15]#[N:14] |f:1.2|. Procedure details: 156 g (1 mole) of 4-amino-2,2,6,6-tetramethyl piperidine were dissolved in 500 ml of methylene chloride, 40 g (1 mole) of sodium hydroxide in 500 ml of water were introduced and 51 ml of cyanogen chloride were added dropwise at 0° to 5° C. The mixture was then stirred until it reached room temperature, after which 4-cyanamido-2,2,6,6-tetramethyl piperidine melting at 240° C was filtered off in a yield of 166 g (corresponding to 91.5% of the theoretical yield). The reactants are COCc1cc(Br)ccc1Cl, CC(=O)[O-], CC(=O)[O-], C1CNCCN1, CC(C)(C)[O-], Cc1ccccc1, [Na+], [Pd+2], c1ccc(P(c2ccccc2)c2ccc3ccccc3c2-c2c(P(c3ccccc3)c3ccccc3)ccc3ccccc23)cc1. Reaction SMILES: [Br:1][c:2]1[cH:3][c:4]([CH2:9][O:10][CH3:11])[c:5]([Cl:8])[cH:6][cH:7]1.[C:77]([O-:78])(=[O:79])[CH3:80].[C:82]([O-:83])(=[O:84])[CH3:85].[CH2:12]1[CH2:13][NH:14][CH2:15][CH2:16][NH:17]1.[CH3:64][C:65]([CH3:66])([O-:67])[CH3:68].[CH3:70][c:71]1[cH:72][cH:73][cH:74][cH:75][cH:76]1.[Na+:69].[Pd+2:81].[cH:18]1[cH:19][cH:20][c:21]([P:22]([c:23]2[cH:24][cH:25][c:26]3[c:27]([cH:28][cH:29][cH:30][cH:31]3)[c:32]2-[c:33]2[c:34]3[c:35]([cH:36][cH:37][cH:38][cH:39]3)[cH:40][cH:41][c:42]2[P:43]([c:44]2[cH:45][cH:46][cH:47][cH:48][cH:49]2)[c:50]2[cH:51][cH:52][cH:53][cH:54][cH:55]2)[c:56]2[cH:57][cH:58][cH:59][cH:60][cH:61]2)[cH:62][cH:63]1>>[c:2]1([N:14]2[CH2:13][CH2:12][NH:17][CH2:16][CH2:15]2)[cH:3][c:4]([CH2:9][O:10][CH3:11])[c:5]([Cl:8])[cH:6][cH:7]1. Product: COCc1cc(N2CCNCC2)ccc1Cl.